From a dataset of the Open Reaction Database (ORD), a public repository of structured organic reaction records. describe an organic reaction: reactants, conditions, products, and yield Starting materials: [F-].[Cs+] (cesium fluoride), CC(C)([O-])C.[K+] (potassium tert-butoxide), COC(CC=1C(=NNC1C1=CC=C(C=C1)Cl)C)=O (methyl[5-(4-chlorophenyl)-3-methyl-1H-pyrazol-4-yl]acetate), N1=CN=CC(=C1)B(O)O (5-pyrimidinylboronic acid), [Cl-].[NH4+] (ammonium chloride). The reagents and catalysts are C(C)(=O)[O-].[Cu+2].C(C)(=O)[O-] (copper(II) acetate). The solvent is ClCCl (dichloromethane). Run at temperature 20 celsius, time 45 hour. The product is COC(CC=1C(=NN(C1C1=CC=C(C=C1)Cl)C=1C=NC=NC1)C)=O (Methyl-[5-(4-chlorophenyl)-3-methyl-1-(pyrimidin-5-yl)-1H-pyrazol-4-yl]acetate). RXN SMILES: [F-].[Cs+].CC(C)([O-])C.[K+].[CH3:9][O:10][C:11](=[O:26])[CH2:12][C:13]1[C:14]([CH3:25])=[N:15][NH:16][C:17]=1[C:18]1[CH:23]=[CH:22][C:21]([Cl:24])=[CH:20][CH:19]=1.[N:27]1[CH:32]=[C:31](B(O)O)[CH:30]=[N:29][CH:28]=1.[Cl-].[NH4+]>ClCCl.C([O-])(=O)C.[Cu+2].C([O-])(=O)C>[CH3:9][O:10][C:11](=[O:26])[CH2:12][C:13]1[C:14]([CH3:25])=[N:15][N:16]([C:31]2[CH:32]=[N:27][CH:28]=[N:29][CH:30]=2)[C:17]=1[C:18]1[CH:23]=[CH:22][C:21]([Cl:24])=[CH:20][CH:19]=1 |f:0.1,2.3,6.7,9.10.11|. Procedure: 0.287 g (2 mmol) of cesium fluoride, 0.103 g (1 mmol) of copper(II) acetate and 0.212 g (2 mmol) of potassium tert-butoxide were added to 0.5 g (2 mmol) of methyl[5-(4-chlorophenyl)-3-methyl-1H-pyrazol-4-yl]acetate in 10 ml of dichloromethane. 0.234 g (2 mmol) of 5-pyrimidinylboronic acid was then added, and the mixture was stirred at 20° C. for 45 h. The mixture was then added to saturated ammonium chloride solution (10 ml) and extracted with dichloromethane. The combined organic phases were dr... The solvent is C(Cl)Cl (methylene chloride). Reaction conditions: temperature 0 celsius, time 12 hour. The product is ClCC=1C=CC2=C(NC3=C(S2)N=CC=N3)C1 (8-Chloromethyl-10H-pyrazino[2,3-b][1,4]benzothiazine). Reaction SMILES: [Cl:1][CH2:2][C:3]1[CH:4]=[CH:5][C:6]2[S:11][C:10]3[N:12]=[CH:13][CH:14]=[N:15][C:9]=3[N:8](COC)[C:7]=2[CH:19]=1.FC(F)(F)C(O)=O.C(=O)([O-])O.[Na+]>C(Cl)Cl>[Cl:1][CH2:2][C:3]1[CH:4]=[CH:5][C:6]2[S:11][C:10]3[N:12]=[CH:13][CH:14]=[N:15][C:9]=3[NH:8][C:7]=2[CH:19]=1 |f:2.3|. The reactants are C(O)([O-])=O.[Na+] (sodium hydrogencarbonate), solution, ClCC=1C=CC2=C(N(C3=C(S2)N=CC=N3)COC)C1 (8-chloromethyl-10-methoxymethyl-10H-pyrazino[2,3-b][1,4]benzothiazine), FC(C(=O)O)(F)F (trifluoroacetic acid). Isolated yield 83.5%. Reported procedure: Into 250 ml of a solution of 26.9 g of 8-chloromethyl-10-methoxymethyl-10H-pyrazino[2,3-b][1,4]benzothiazine in methylene chloride was dropped 50 ml of trifluoroacetic acid at 0° C. After reacting at room temperature for 12 hours, the reaction mixture was cooled to 0° C. and neutralized by adding an aqueous solution of sodium hydrogencarbonate. The crystals thus precipitated were taken up by filtration and washed successively with water and diethyl ether to thereby give 19.1 g of the title compo... Run in ClC1=C(C=CC=C1)Cl (o-dichlorobenzene). The product is C1(=CC=CC=C1)P(=O)(C1=NC=NC(=C1)P(=O)(C1=CC=CC=C1)C1=CC=CC=C1)C1=CC=CC=C1 (4,6-bis(diphenylphosphinyl)pyrimidine). RXN SMILES: Cl[C:2]1[CH:7]=[C:6](Cl)[N:5]=[CH:4][N:3]=1.[C:9]1([P:15]([C:18]2[CH:23]=[CH:22][CH:21]=[CH:20][CH:19]=2)[O:16]C)[CH:14]=[CH:13][CH:12]=[CH:11][CH:10]=1.[CH3:24][CH2:25][CH2:26][CH2:27][CH2:28][CH3:29]>ClC1C=CC=CC=1Cl>[C:9]1([P:15]([C:18]2[CH:23]=[CH:22][CH:21]=[CH:20][CH:19]=2)([C:2]2[CH:7]=[C:6]([P:15]([C:9]3[CH:14]=[CH:13][CH:12]=[CH:11][CH:10]=3)([C:26]3[CH:25]=[CH:24][CH:29]=[CH:28][CH:27]=3)=[O:16])[N:5]=[CH:4][N:3]=2)=[O:16])[CH:14]=[CH:13][CH:12]=[CH:11][CH:10]=1. Reported procedure: To a stirred, refluxing mixture of 5.00 g 4,6-dichloropyrimidine in 100 ml of o-dichlorobenzene under nitrogen was added dropwise 17.00 g of methyl diphenylphosphinite. After the addition was completed, the mixture was refluxed for 6.5 hours and then allowed to cool. The cooled mixture was added to 750 ml of n-hexane, and the white solid that formed was separated by filtration, washed with n-hexane, recrystallized from 150 ml of toluene, and dried at 100° C./0.1 mm (13 Pa) to give 13.64 g of 4,6... Reactants: C1(=CC=CC=C1)P(OC)C1=CC=CC=C1 (methyl diphenylphosphinite), ClC1=NC=NC(=C1)Cl (4,6-dichloropyrimidine), CCCCCC (n-hexane). The reactants are FC=1C(=C(CN(C(OCC2=CC=CC=C2)=O)C)C=C(C1)[N+](=O)[O-])O (Benzyl 3-fluoro-2-hydroxy-5-nitrobenzyl(methyl)carbamate), [Si](C)(C)(C(C)(C)C)OC[C@@H](C)O ((R)-1-((tert-Butyldimethylsilyl)oxy)propan-2-ol), C1(=CC=CC=C1)P(C1=CC=CC=C1)C1=CC=CC=C1 (triphenylphosphine), CC(C)OC(=O)/N=N/C(=O)OC(C)C (DIAD). As a reaction SMILES: [F:1][C:2]1[C:3]([OH:24])=[C:4]([CH:18]=[C:19]([N+:21]([O-:23])=[O:22])[CH:20]=1)[CH2:5][N:6]([CH3:17])[C:7](=[O:16])[O:8][CH2:9][C:10]1[CH:15]=[CH:14][CH:13]=[CH:12][CH:11]=1.[Si:25]([O:32][CH2:33][C@H:34](O)[CH3:35])([C:28]([CH3:31])([CH3:30])[CH3:29])([CH3:27])[CH3:26].C1(P(C2C=CC=CC=2)C2C=CC=CC=2)C=CC=CC=1.CC(OC(/N=N/C(OC(C)C)=O)=O)C>C1COCC1>[Si:25]([O:32][CH2:33][C@@H:34]([O:24][C:3]1[C:2]([F:1])=[CH:20][C:19]([N+:21]([O-:23])=[O:22])=[CH:18][C:4]=1[CH2:5][N:6]([CH3:17])[C:7](=[O:16])[O:8][CH2:9][C:10]1[CH:11]=[CH:12][CH:13]=[CH:14][CH:15]=1)[CH3:35])([C:28]([CH3:29])([CH3:30])[CH3:31])([CH3:27])[CH3:26]. The solvent is C1CCOC1 (THF). Procedure: To a solution of 27B (400 mg, 1.197 mmol), 33A (251 mg, 1.316 mmol) and triphenylphosphine (345 mg, 1.316 mmol) in THF (10 mL) at 0° C., was added DIAD (0.256 mL, 1.316 mmol) dropwise. The reaction mixture was allowed to slowly warm to rt and stirred for 16 h, then was concentrated. The crude product was purified by flash chromatography (0 to 40% ethyl acetate/hexanes) to give 33B (577 mg, 1.139 mmol, 95% yield) as colorless oil. MS (ESI) m/z: 507.1[M+1]+. 1H NMR (400 MHz, chloroform-d) δ ppm 7.... Yields the product [Si](C)(C)(C(C)(C)C)OC[C@H](C)OC1=C(CN(C(OCC2=CC=CC=C2)=O)C)C=C(C=C1F)[N+](=O)[O-] ((S)-Benzyl 2-((1-((tert-butyldimethylsilyl)oxy)propan-2-yl)oxy)-3-fluoro-5-nitrobenzyl(methyl)carbamate). Reaction conditions: time 16 hour. Isolated yield 95.2%. The reactants are ClC=1C=CC2=C(C(=NC(C(N2)=O)=CN(C)C)C2=C(C=CC=C2)Cl)C1 (7-chloro-5-(2'-chloro-phenyl)-1,3-dihydro-3-(dimethylamino-methylene)-2H-1,4-benzodiazepin-2-one), C(C)N (ethylamine). The solvent is C(Cl)(Cl)Cl (chloroform). Run at temperature 100 celsius. The product is C(C)NC=C1C(NC2=C(C(=N1)C1=C(C=CC=C1)Cl)C=C(C=C2)Cl)=O (3-(Ethylamino-methylene)-7-chloro-5-(2'-chloro-phenyl)-1,3-dihydro-2H-1,4-benzodiazepin-2-one). As a reaction SMILES: [Cl:1][C:2]1[CH:3]=[CH:4][C:5]2[NH:11][C:10](=[O:12])[C:9](=[CH:13][N:14]([CH3:16])C)[N:8]=[C:7]([C:17]3[CH:22]=[CH:21][CH:20]=[CH:19][C:18]=3[Cl:23])[C:6]=2[CH:24]=1.[CH2:25](N)C>C(Cl)(Cl)Cl>[CH2:16]([NH:14][CH:13]=[C:9]1[N:8]=[C:7]([C:17]2[CH:22]=[CH:21][CH:20]=[CH:19][C:18]=2[Cl:23])[C:6]2[CH:24]=[C:2]([Cl:1])[CH:3]=[CH:4][C:5]=2[NH:11][C:10]1=[O:12])[CH3:25]. Reported procedure: A mixture consisting of 5 gm of 7-chloro-5-(2'-chloro-phenyl)-1,3-dihydro-3-(dimethylamino-methylene)-2H-1,4-benzodiazepin-2-one and 75 ml of ethylamine was heated for 20 minutes at 100°C in closed tube. Thereafter, the reaction mixture was quickly cooled, diluted with chloroform and evaporated to dryness in vacuo. The yellow, solid residue was recrystallized from absolute ethanol, yielding the compound of the formula ##SPC7## Reactants: NC(/C=C/C(=C/C)/NC1=CC=NC=2NC(N(CC21)CC2=CC=C(C=C2)OC)=O)=C (5-[(Z)-4-amino-1-eth-(E)-ylidene-penta-2,4-dienylamino]-3-(4-methoxy-benzyl)-3,4-dihydro-1 H-pyrido[2,3-d]pyrimidin-2-one), FC=1C=C(C=CC1F)S(=O)(=O)Cl (3,4-difluoro-benzenesulfonyl chloride). The product is FC=1C=C(C=CC1F)S(=O)(=O)NC1=CC=C(C=C1)NC1=CC=NC=2NC(N(CC21)CC2=CC=C(C=C2)OC)=O (3,4-difluoro-N-(4-{[3-(4-methoxybenzyl)-2-oxo-1,2,3,4-tetrahydropyrido[2,3-d]pyrimidin-5-yl]amino}phenyl)benzenesulfonamide). Reaction SMILES: [NH2:1][C:2](=C)/[CH:3]=[CH:4]/[C:5](/[NH:8][C:9]1[C:18]2[CH2:17][N:16]([CH2:19][C:20]3[CH:25]=[CH:24][C:23]([O:26][CH3:27])=[CH:22][CH:21]=3)[C:15](=[O:28])[NH:14][C:13]=2[N:12]=[CH:11][CH:10]=1)=[CH:6]/[CH3:7].[F:30][C:31]1[CH:32]=[C:33]([S:38](Cl)(=[O:40])=[O:39])[CH:34]=[CH:35][C:36]=1[F:37]>>[F:30][C:31]1[CH:32]=[C:33]([S:38]([NH:1][C:2]2[CH:7]=[CH:6][C:5]([NH:8][C:9]3[C:18]4[CH2:17][N:16]([CH2:19][C:20]5[CH:25]=[CH:24][C:23]([O:26][CH3:27])=[CH:22][CH:21]=5)[C:15](=[O:28])[NH:14][C:13]=4[N:12]=[CH:11][CH:10]=3)=[CH:4][CH:3]=2)(=[O:40])=[O:39])[CH:34]=[CH:35][C:36]=1[F:37]. Reported procedure: The title compound was synthesized according to the procedure described for the preparation of Example 62 using 5-[(Z)-4-amino-1-eth-(E)-ylidene-penta-2,4-dienylamino]-3-(4-methoxy-benzyl)-3,4-dihydro-1 H-pyrido[2,3-d]pyrimidin-2-one and 3,4-difluoro-benzenesulfonyl chloride. LC-MS (M+H=552, obsd.=552). Reactants: OC(CCl)Cc1cccc(C=Cc2c(Cl)cccc2Cl)c1, [N-]=[N+]=[N-], [Na+]. The product is [N-]=[N+]=NCC(O)Cc1cccc(C=Cc2c(Cl)cccc2Cl)c1. Reaction SMILES: [Cl:1][CH2:2][CH:3]([CH2:4][c:5]1[cH:6][c:7]([CH:11]=[CH:12][c:13]2[c:14]([Cl:20])[cH:15][cH:16][cH:17][c:18]2[Cl:19])[cH:8][cH:9][cH:10]1)[OH:21].[N-:22]=[N+:23]=[N-:24].[Na+:25]>>[CH2:2]([CH:3]([CH2:4][c:5]1[cH:6][c:7]([CH:11]=[CH:12][c:13]2[c:14]([Cl:20])[cH:15][cH:16][cH:17][c:18]2[Cl:19])[cH:8][cH:9][cH:10]1)[OH:21])[N:22]=[N+:23]=[N-:24]. Reaction conditions: time 3 hour. The product is C(#N)C=1C=NC2=CC(=C(C=C2C1NC1=CC(=CC=C1)C#C)NC(\C=C\CN(C)C)=O)OCC ((E)-N-(3-cyano-7-ethoxy-4-(3-ethynylphenylamino)quinolin-6-yl)-4-(dimethylamino)but-2-enamide). Reaction SMILES: Cl.[CH3:2][N:3]([CH3:10])[CH2:4]/[CH:5]=[CH:6]/[C:7](O)=[O:8].CN(C=O)C.C(Cl)(=O)C(Cl)=O.[NH2:22][C:23]1[CH:24]=[C:25]2[C:30](=[CH:31][C:32]=1[O:33][CH2:34][CH3:35])[N:29]=[CH:28][C:27]([C:36]#[N:37])=[C:26]2[NH:38][C:39]1[CH:44]=[CH:43][CH:42]=[C:41]([C:45]#[CH:46])[CH:40]=1>C1COCC1.CN1CCCC1=O>[C:36]([C:27]1[CH:28]=[N:29][C:30]2[C:25]([C:26]=1[NH:38][C:39]1[CH:44]=[CH:43][CH:42]=[C:41]([C:45]#[CH:46])[CH:40]=1)=[CH:24][C:23]([NH:22][C:7](=[O:8])/[CH:6]=[CH:5]/[CH2:4][N:3]([CH3:10])[CH3:2])=[C:32]([O:33][CH2:34][CH3:35])[CH:31]=2)#[N:37] |f:0.1|. Reactants: NC=1C=C2C(=C(C=NC2=CC1OCC)C#N)NC1=CC(=CC=C1)C#C (6-amino-7-ethoxy-4-(3-ethynylphenylamino)quinoline-3-carbonitrile), Cl.CN(C/C=C/C(=O)O)C ((E)-4-(dimethylamino)but-2-enoic acid hydrochloride), CN(C)C=O (DMF), C(C(=O)Cl)(=O)Cl (oxalyl chloride). Procedure: A solution of (E)-4-(dimethylamino)but-2-enoic acid hydrochloride (1.28 g, 7.73 mmol, 2.1 equiv) in THF (18 ml) and a catalytic amount of DMF was cooled to 5° C. while oxalyl chloride (0.67 ml, 0.007 mol, 1.9 equiv) was added slowly. The reaction mixture was then warmed to room temperature and stirred for 3 hours. A solution of 6-amino-7-ethoxy-4-(3-ethynylphenylamino)quinoline-3-carbonitrile (1.2 g, 3.66 mmol, 1.00 equiv) in N-methyl-2-pyrrolidinone (15 ml) was added dropwise over 10 minutes. T... The solvent is CN1C(CCC1)=O (N-methyl-2-pyrrolidinone), C1CCOC1 (THF). Yield: 88.9%. Reactants: CCOC(=O)c1c[nH]c(C#N)c1-c1ccccc1[N+](=O)[O-], CCOC(C)=O, [H-], NOP(=O)(c1ccccc1)c1ccccc1, [Na+], [Na+], O=C([O-])O, CN(C)C=O. Yields the product CCOC(=O)c1cn(N)c(C#N)c1-c1ccccc1[N+](=O)[O-]. As a reaction SMILES: [C:1](#[N:2])[c:3]1[c:4](-[c:13]2[c:14]([N+:19](=[O:20])[O-:21])[cH:15][cH:16][cH:17][cH:18]2)[c:5]([C:8](=[O:9])[O:10][CH2:11][CH3:12])[cH:6][nH:7]1.[CH3:45][CH2:46][O:47][C:48]([CH3:49])=[O:50].[H-:23].[NH2:24][O:25][P:26](=[O:27])([c:28]1[cH:29][cH:30][cH:31][cH:32][cH:33]1)[c:34]1[cH:35][cH:36][cH:37][cH:38][cH:39]1.[Na+:22].[Na+:44].[O-:40][C:41]([OH:42])=[O:43].[O:51]=[CH:52][N:53]([CH3:54])[CH3:55]>>[C:1](#[N:2])[c:3]1[c:4](-[c:13]2[c:14]([N+:19](=[O:20])[O-:21])[cH:15][cH:16][cH:17][cH:18]2)[c:5]([C:8](=[O:9])[O:10][CH2:11][CH3:12])[cH:6][n:7]1[NH2:24]. Reactants: COC(=O)Cl, ClCCl, Cl, CS(=O)(=O)Nc1cc2occ(N)c(=O)c2cc1Oc1ccccc1, O, c1ccncc1. Yields the product COC(=O)Nc1coc2cc(NS(C)(=O)=O)c(Oc3ccccc3)cc2c1=O. Reaction SMILES: [C:31]([O:32][CH3:33])(=[O:34])[Cl:35].[CH2:37]([Cl:38])[Cl:39].[ClH:36].[NH2:1][c:2]1[cH:3][o:4][c:5]2[c:6]([c:7]1=[O:8])[cH:9][c:10]([O:18][c:19]1[cH:20][cH:21][cH:22][cH:23][cH:24]1)[c:11]([NH:13][S:14](=[O:15])(=[O:16])[CH3:17])[cH:12]2.[OH2:40].[cH:25]1[cH:26][cH:27][n:28][cH:29][cH:30]1>>[NH:1]([c:2]1[cH:3][o:4][c:5]2[c:6]([c:7]1=[O:8])[cH:9][c:10]([O:18][c:19]1[cH:20][cH:21][cH:22][cH:23][cH:24]1)[c:11]([NH:13][S:14](=[O:15])(=[O:16])[CH3:17])[cH:12]2)[C:31]([O:32][CH3:33])=[O:34].